From a dataset of the Open Reaction Database (ORD), a public repository of structured organic reaction records. describe an organic reaction: reactants, conditions, products, and yield Starting materials: [O-][Mn](=O)(=O)=O.[K+] (KMnO4), S(=O)(=O)(O)O.NN (hydrazine sulfate), Cl (HCl), C1=CC=CC2=CC=CC=C12 (naphthalene), C(=O)([O-])[O-].[K+].[K+] (K2CO3). The solvent is O (water), O (water). Conditions: temperature 60 celsius. Product: C1(NN=C(C2=CC=CC=C12)C(=O)O)=O (Phthalazin-1(2H)-one-4-carboxylic acid). RXN SMILES: [CH:1]1[C:10]2[C:5](=[CH:6]C=C[CH:9]=2)[CH:4]=[CH:3][CH:2]=1.[C:11]([O-:14])([O-])=[O:12].[K+].[K+].[O-:17][Mn](=O)(=O)=O.[K+].S(O)(O)(=O)=O.[NH2:28][NH2:29].Cl>O>[C:6]1(=[O:17])[C:5]2[C:10](=[CH:1][CH:2]=[CH:3][CH:4]=2)[C:9]([C:11]([OH:14])=[O:12])=[N:29][NH:28]1 |f:1.2.3,4.5,6.7|. Reported procedure: A mixture of 400 g (3.12 mol) naphthalene and 96.05 g (0.695 mol) K2CO3 in 6.66 l water is heated to 60° C. A 75° C. solution of 2480 g (15.69 mol) KMnO4 in 13.30 l water is added dropwise with occasional cooling (70° C.). Stirring is continued without heating until the exothermy subsides (about 2 h) and heating is then resumed for 5 h to 80° C. After cooling to RT, the mixture is filtered through Celite and the residue washed with water. To the slightly yellow, clear filtrate, 288 g (2.21 mol) ... Reactants: CN(C)C(=O)Sc1cc2c(c3c1OC(C)(C)C3)C(c1ccccc1)=NC(C)(C)C2, Cl, [K+], [OH-], O. Yields the product CC1(C)Cc2cc(S)c3c(c2C(c2ccccc2)=N1)CC(C)(C)O3. Reaction SMILES: [CH3:1][C:2]1([CH3:29])[N:3]=[C:4]([c:23]2[cH:24][cH:25][cH:26][cH:27][cH:28]2)[c:5]2[c:6]3[c:7]([c:8]([S:12][C:13](=[O:14])[N:15]([CH3:16])[CH3:17])[cH:9][c:10]2[CH2:11]1)[O:18][C:19]([CH3:21])([CH3:22])[CH2:20]3.[ClH:32].[K+:31].[OH-:30].[OH2:33]>>[CH3:1][C:2]1([CH3:29])[N:3]=[C:4]([c:23]2[cH:24][cH:25][cH:26][cH:27][cH:28]2)[c:5]2[c:6]3[c:7]([c:8]([SH:12])[cH:9][c:10]2[CH2:11]1)[O:18][C:19]([CH3:21])([CH3:22])[CH2:20]3. Reactants: ice, ClC1=NC=NC(=C1[N+](=O)[O-])OC1=CC=C(C=C1)C1COC(OC1)(C)C (4-chloro-6-(4-(2,2-dimethyl-1,3-dioxan-5-yl)phenoxy)-5-nitropyrimidine), Cl.C(C)(C)C1=NOC(=N1)C1CCNCC1 (3-isopropyl-5-(piperidin-4-yl)-1,2,4-oxadiazole hydrochloride), ClCCl (dichloromethane). Run at temperature 27 celsius, time 4 hour. The product is CC1(OCC(CO1)C1=CC=C(OC2=C(C(=NC=N2)N2CCC(CC2)C2=NC(=NO2)C(C)C)[N+](=O)[O-])C=C1)C (5-(1-(6-(4-(2,2-dimethyl-1,3-dioxan-5-yl)phenoxy)-5-nitropyrimidin-4-yl)piperidin-4-yl)-3-isopropyl-1,2,4-oxadiazole). Yield: 66.0%. Reaction SMILES: Cl[C:2]1[C:7]([N+:8]([O-:10])=[O:9])=[C:6]([O:11][C:12]2[CH:17]=[CH:16][C:15]([CH:18]3[CH2:23][O:22][C:21]([CH3:25])([CH3:24])[O:20][CH2:19]3)=[CH:14][CH:13]=2)[N:5]=[CH:4][N:3]=1.Cl.[CH:27]([C:30]1[N:34]=[C:33]([CH:35]2[CH2:40][CH2:39][NH:38][CH2:37][CH2:36]2)[O:32][N:31]=1)([CH3:29])[CH3:28].ClCCl>>[CH3:24][C:21]1([CH3:25])[O:22][CH2:23][CH:18]([C:15]2[CH:16]=[CH:17][C:12]([O:11][C:6]3[N:5]=[CH:4][N:3]=[C:2]([N:38]4[CH2:37][CH2:36][CH:35]([C:33]5[O:32][N:31]=[C:30]([CH:27]([CH3:29])[CH3:28])[N:34]=5)[CH2:40][CH2:39]4)[C:7]=3[N+:8]([O-:10])=[O:9])=[CH:13][CH:14]=2)[CH2:19][O:20]1 |f:1.2|. Procedure details: To an ice-cold solution of 4-chloro-6-(4-(2,2-dimethyl-1,3-dioxan-5-yl)phenoxy)-5-nitropyrimidine (500 mg, 0.0013 moles) and 3-isopropyl-5-(piperidin-4-yl)-1,2,4-oxadiazole hydrochloride (293 mg, 0.0015 mole) in dichloromethane (10 ml) diisopropyl ethyl amine (0.24 ml, 0.0016 mole) was added and the reaction mixture was stirred for 4 hours at 27° C. The reaction mixture was poured into ice cold water and extracted with dichloromethane. The organic extract was successively washed with water & bri... Reactants: C(Cl)Cl (methylene chloride), ClC=1C=C(C=CC1)[C@H](CO)OC(C)(C)OC ((R)-2-(3-chlorophenyl)-2-(1-methoxy-1-methylethyloxy)ethanol), CS(=O)(=O)Cl (methanesulfonyl chloride). Solvent: C(C)N(CC)CC (triethylamine). Product: CS(=O)(=O)OC[C@H](OC(C)(C)OC)C1=CC=C(C=C1)Cl ((R)-2-(4-Chlorophenyl)-2-(1-methoxy-1-methylethyloxy)ethyl Methanesulfonate). RXN SMILES: [CH2:1]([Cl:3])Cl.Cl[C:5]1[CH:6]=[C:7]([C@@H:11]([O:14][C:15]([O:18][CH3:19])([CH3:17])[CH3:16])[CH2:12][OH:13])[CH:8]=[CH:9]C=1.[CH3:20][S:21](Cl)(=[O:23])=[O:22]>C(N(CC)CC)C>[CH3:20][S:21]([O:13][CH2:12][C@@H:11]([C:7]1[CH:8]=[CH:9][C:1]([Cl:3])=[CH:5][CH:6]=1)[O:14][C:15]([O:18][CH3:19])([CH3:17])[CH3:16])(=[O:23])=[O:22]. Reported procedure: Into methylene chloride (20 ml) were added (R)-2-(3-chlorophenyl)-2-(1-methoxy-1-methylethyloxy)ethanol obtained in 3) above (5.0 g) and triethylamine (3.9 g) and further, under ice-cooling and dropwise, methanesulfonyl chloride (2.46 g), and the resulting mixture was stirred at the same temperature for 1 hour. The reaction mixture was washed with water, and the organic layer was washed with a saturated aqueous sodium chloride solution and dried with anhydrous magnesium sulfate. The desiccant wa... The reactants are CN(C1(CCC(CC1)NC(=O)C=1C(=NOC1C)C1=C(C=CC=C1Cl)Cl)C1=CC(=CC=C1)F)C (3-(2,6-dichlorophenyl)-5-methylisoxazole-4-carboxylic-acid [4-dimethylamino-4-(3-fluorophenyl)cyclohexyl]amide), Cl[Si](C)(C)C (chlorotrimethylsilane), white solid, C(C)(=O)OCC (ethyl acetate), Cl (hydrochloride). Run in CO (methanol), O (water), CC(CC)=O (2-butanone). Product: Cl.CN(C1(CCC(CC1)NC(=O)C=1C(=NOC1C)C1=C(C=CC=C1Cl)Cl)C1=CC(=CC=C1)F)C (3-(2,6-dichlorophenyl)-5-methylisoxazole-4-carboxylic acid [4-di-methylamino-4-(3-fluorophenyl)cyclohexyl]amide hydrochloride). As a reaction SMILES: [CH3:1][N:2]([CH3:33])[C:3]1([C:26]2[CH:31]=[CH:30][CH:29]=[C:28]([F:32])[CH:27]=2)[CH2:8][CH2:7][CH:6]([NH:9][C:10]([C:12]2[C:13]([C:18]3[C:23]([Cl:24])=[CH:22][CH:21]=[CH:20][C:19]=3[Cl:25])=[N:14][O:15][C:16]=2[CH3:17])=[O:11])[CH2:5][CH2:4]1.C(OCC)(=O)C.Cl.Cl[Si](C)(C)C>CC(=O)CC.O.CO>[ClH:24].[CH3:33][N:2]([CH3:1])[C:3]1([C:26]2[CH:31]=[CH:30][CH:29]=[C:28]([F:32])[CH:27]=2)[CH2:8][CH2:7][CH:6]([NH:9][C:10]([C:12]2[C:13]([C:18]3[C:23]([Cl:24])=[CH:22][CH:21]=[CH:20][C:19]=3[Cl:25])=[N:14][O:15][C:16]=2[CH3:17])=[O:11])[CH2:5][CH2:4]1 |f:7.8|. Procedure details: As described for Example 122, 448 mg of the polar diastereoisomer of 3-(2,6-dichlorophenyl)-5-methylisoxazole-4-carboxylic-acid [4-dimethylamino-4-(3-fluorophenyl)cyclohexyl]amide were obtained, which, dissolved in 15 ml 2-butanone, 15 ml ethyl acetate and 2 ml methanol, were converted into the corresponding hydrochloride by adding 16.5 μl water, 116 μl chlorotrimethylsilane and 25 ml diusopropylether (364 mg of white solid, Mp. 246-248° C.). Reaction SMILES: OC1[O:9][C@H:8]([CH2:10][OH:11])[C@@H:6]([OH:7])[C@H:4]([OH:5])[C@H:3]1[NH:12]C(C)=O.[OH:16][CH:17]1O[C@H](C(=O)O)[C@@H](O)[C@H](O)[C@H]1O>>[CH2:3]([NH2:12])[CH:4]([OH:5])[CH:6]([OH:7])[CH:8]([OH:9])[CH:10]([OH:11])[CH2:17][OH:16]. The reactants are OC1[C@@H]([C@@H](O)[C@H](O)[C@H](O1)CO)NC(=O)C (GlcNAc), OC1[C@H](O)[C@@H](O)[C@H](O)[C@H](O1)C(O)=O (GlcA), IV, Na-salt, OC1[C@@H]([C@@H](O)[C@H](O)[C@H](O1)CO)NC(=O)C (GlcNAc), OC1[C@@H]([C@@H](O)[C@H](O)[C@H](O1)CO)NC(=O)C (GlcNAc), OC1[C@H](O)[C@@H](O)[C@H](O)[C@H](O1)C(O)=O (GlcA). Product: C(C(C(C(C(CO)O)O)O)O)N (Glycamine). Procedure: 1H NMR of IV, Na-salt (500 MHz, D2O, 2 mM NaHCO2, 30° C.): δ=5.473 (m, 2 —CH═CH— of DOPE), 5.328 (m, OCH2CHCH2O of DOPE), 4.574 and 4.473 (m, HA: H−1 of GlcNAc, H−1 of GlcA; CO—OCHCHCH2 of DOPE), 4.246 (dd, J=12.3 Hz, J=6.8 Hz, CO—OCHCHCH2 of DOPE), 4.027 (t, J=5.7 Hz, POCH2CH2N of DOPE), 3.95-3.34 (HA: H−2÷H-6 of GlcNAc, H−2÷H−5 of GlcA; POCH2CHCH2 of DOPE), 2.413 (m, 2 CH2COO of DOPE), 2.302 (m, 2 CH2CON), 2.049 (m, 2 CH2CH═CHCH2 of DOPE), 2.039 (m, NCOCH2 of GlcNAc), 1.630 (m, 2 CH2CH2CON and... Starting materials: NC=1C(=CC(=C(C1)C=1C(N(C2=CC(=NC=C2C1)Cl)CC)=O)Cl)F (3-(5-amino-2-chloro-4-fluorophenyl)-7-chloro-1-ethyl-1,6-naphthyridin-2(1H)-one), CN1CCC(CC1)N (1-methyl-piperidin-4-ylamine), C1CCC2=NCCCN2CC1 (DBU). Run in CN1CCCC1=O (NMP). Reaction conditions: temperature 180 celsius. The product is NC=1C(=CC(=C(C1)C=1C(N(C2=CC(=NC=C2C1)NC1CCN(CC1)C)CC)=O)Cl)F (3-(5-amino-2-chloro-4-fluorophenyl)-1-ethyl-7-(1-methylpiperidin-4-ylamino)-1,6-naphthyridin-2(1H)-one). The yield is 19.5%. RXN SMILES: [NH2:1][C:2]1[C:3]([F:23])=[CH:4][C:5]([Cl:22])=[C:6]([C:8]2[C:9](=[O:21])[N:10]([CH2:19][CH3:20])[C:11]3[C:16]([CH:17]=2)=[CH:15][N:14]=[C:13](Cl)[CH:12]=3)[CH:7]=1.[CH3:24][N:25]1[CH2:30][CH2:29][CH:28]([NH2:31])[CH2:27][CH2:26]1.C1CCN2C(=NCCC2)CC1>CN1C(=O)CCC1>[NH2:1][C:2]1[C:3]([F:23])=[CH:4][C:5]([Cl:22])=[C:6]([C:8]2[C:9](=[O:21])[N:10]([CH2:19][CH3:20])[C:11]3[C:16]([CH:17]=2)=[CH:15][N:14]=[C:13]([NH:31][CH:28]2[CH2:29][CH2:30][N:25]([CH3:24])[CH2:26][CH2:27]2)[CH:12]=3)[CH:7]=1. Procedure details: To a solution of Example A3 (2.1 g, 5.96 mmol) in NMP (10 mL) was added 1-methyl-piperidin-4-ylamine (1.36 g, 11.9 mmol) and DBU (1.7 g, 11.4 mmol). Nitrogen was bubbled through the mixture for 5 min and then it was heated at 180° C. for 12 h. The reaction mixture was cooled to RT, poured into water and extracted with EtOAc (3×). The combined organics were washed with brine, dried over Na2SO4, concentrated under reduced pressure, and the residue was purified by silica gel chromatography to yield... Reactants: Cl (Hydrochloric acid), COC1=NC=CC(=C1)C1=CNC=2N=CC=3N(C21)C=NN3 (8-(2-methoxypyridin-4-yl)-6H-pyrrolo[2,3-e][1,2,4]triazolo[4,3-a]pyrazine), [OH-].[Na+] (NaOH), C1CC(=O)N(C1=O)Br (NBS), S(=O)(=O)(C1=CC=C(C)C=C1)Cl (TsCl), [H-].[Na+] (NaH), COC1=NC=CC(=C1)[Sn](CCCC)(CCCC)CCCC (2-methoxy-4-(tributylstannyl)pyridine). The reagents and catalysts are C=1C=CC(=CC1)[P](C=2C=CC=CC2)(C=3C=CC=CC3)[Pd]([P](C=4C=CC=CC4)(C=5C=CC=CC5)C=6C=CC=CC6)([P](C=7C=CC=CC7)(C=8C=CC=CC8)C=9C=CC=CC9)[P](C=1C=CC=CC1)(C=1C=CC=CC1)C=1C=CC=CC1 (tetrakis). Solvent: CCO (EtOH), O (water). Conditions: temperature 80 celsius, time 15 hour. Product: C1=NN=C2N1C1=C(N=C2)NC=C1C1=CC(NC=C1)=O (4-(6H-pyrrolo[2,3-e][1,2,4]triazolo[4,3-a]pyrazin-8-yl)pyridin-2(1H)-one). Isolated yield 94.0%. RXN SMILES: Cl.C[O:3][C:4]1[CH:9]=[C:8]([C:10]2[C:18]3[N:17]4[CH:19]=[N:20][N:21]=[C:16]4[CH:15]=[N:14][C:13]=3[NH:12][CH:11]=2)[CH:7]=[CH:6][N:5]=1.[OH-].[Na+].C1C(=O)N(Br)C(=O)C1.S(Cl)(C1C=CC(C)=CC=1)(=O)=O.[H-].[Na+].COC1C=C([Sn](CCCC)(CCCC)CCCC)C=CN=1>CCO.O.C1C=CC([P]([Pd]([P](C2C=CC=CC=2)(C2C=CC=CC=2)C2C=CC=CC=2)([P](C2C=CC=CC=2)(C2C=CC=CC=2)C2C=CC=CC=2)[P](C2C=CC=CC=2)(C2C=CC=CC=2)C2C=CC=CC=2)(C2C=CC=CC=2)C2C=CC=CC=2)=CC=1>[CH:19]1[N:17]2[C:18]3[C:10]([C:8]4[CH:7]=[CH:6][NH:5][C:4](=[O:3])[CH:9]=4)=[CH:11][NH:12][C:13]=3[N:14]=[CH:15][C:16]2=[N:21][N:20]=1 |f:2.3,6.7,^1:73,75,94,113|. Procedure details: Hydrochloric acid (4 M in 1,4-dioxane, 0.300 mL, 1.20 mmol) was added to a slurry of 8-(2-methoxypyridin-4-yl)-6H-pyrrolo[2,3-e][1,2,4]triazolo[4,3-a]pyrazine (0.016 g, 0.060 mmol, (prepared using D from Preparation #BBBBB.1 and NaOH, GGG.1 with NBS, K.1 with TsCl and NaH, CCCCC with 2-methoxy-4-(tributylstannyl)pyridine [Synthonix], tetrakis(triphenylphosphinepalladium(0), LiCl, CsF, and CuI, D with NaOH) in EtOH (0.500 mL) and water (0.050 mL). The reaction vessel was sealed and the mixture wa...